This data is from the Open Reaction Database (ORD), a public repository of structured organic reaction records. The task is: describe an organic reaction: reactants, conditions, products, and yield Reactants: O=C(CBr)c1ccccc1, Clc1ccc(-c2nc3cccnc3[nH]2)cc1, [H-], [Na+], O. The product is O=C(Cn1c(-c2ccc(Cl)cc2)nc2ncccc21)c1ccccc1. RXN SMILES: [Br:19][CH2:20][C:21](=[O:22])[c:23]1[cH:24][cH:25][cH:26][cH:27][cH:28]1.[Cl:1][c:2]1[cH:3][cH:4][c:5](-[c:8]2[n:9][c:10]3[c:11]([n:12][cH:13][cH:14][cH:15]3)[nH:16]2)[cH:6][cH:7]1.[H-:17].[Na+:18].[OH2:29]>>[Cl:1][c:2]1[cH:3][cH:4][c:5](-[c:8]2[n:9]([CH2:20][C:21](=[O:22])[c:23]3[cH:24][cH:25][cH:26][cH:27][cH:28]3)[c:10]3[c:11]([n:12][cH:13][cH:14][cH:15]3)[n:16]2)[cH:6][cH:7]1. Reactants: [Cl-].O[NH3+] (hydroxylammonium chloride), C(O)([O-])=O.[Na+] (sodium hydrogen carbonate), CS(=O)C (dimethyl sulfoxide), OC1(CCC(CC1)N1C=2N(C(=C(C1=O)CC1=CC=C(C=C1)C=1C(=CC=CC1)C#N)CCC)N=CN2)C2CCOCC2 (4′-({4-[4-hydroxy-4-(tetrahydro-2H-pyran-4-yl)cyclohexyl]-5-oxo-7-propyl-4,5-dihydro[1,2,4]triazolo[1,5-a]pyrimidin-6-yl}methyl)biphenyl-2-carbonitrile). Solvent: O (water), C(C)(=O)OCC (Ethyl acetate). Conditions: temperature 40 celsius, time 30 minute. Product: OC1(CCC(CC1)N1C=2N(C(=C(C1=O)CC1=CC=C(C=C1)C1=C(C=CC=C1)C1=NOC(N1)=O)CCC)N=CN2)C2CCOCC2 (4-[4-hydroxy-4-(tetrahydro-2H-pyran-4-yl)cyclohexyl]-6-{[2′-(5-oxo-4,5-dihydro-1,2,4-oxadiazol-3-yl)biphenyl-4-yl]methyl}-7-propyl[1,2,4]triazolo[1,5-a]pyrimidin-5(4H)-one). Yield: 15.1%. Reaction SMILES: [Cl-].O[NH3+:3].[C:4](=[O:7])([O-])[OH:5].[Na+].CS(C)=O.[OH:13][C:14]1([CH:48]2[CH2:53][CH2:52][O:51][CH2:50][CH2:49]2)[CH2:19][CH2:18][CH:17]([N:20]2[C:25](=[O:26])[C:24]([CH2:27][C:28]3[CH:33]=[CH:32][C:31]([C:34]4[C:35]([C:40]#[N:41])=[CH:36][CH:37]=[CH:38][CH:39]=4)=[CH:30][CH:29]=3)=[C:23]([CH2:42][CH2:43][CH3:44])[N:22]3[N:45]=[CH:46][N:47]=[C:21]23)[CH2:16][CH2:15]1>O.C(OCC)(=O)C>[OH:13][C:14]1([CH:48]2[CH2:49][CH2:50][O:51][CH2:52][CH2:53]2)[CH2:15][CH2:16][CH:17]([N:20]2[C:25](=[O:26])[C:24]([CH2:27][C:28]3[CH:29]=[CH:30][C:31]([C:34]4[CH:39]=[CH:38][CH:37]=[CH:36][C:35]=4[C:40]4[NH:3][C:4](=[O:7])[O:5][N:41]=4)=[CH:32][CH:33]=3)=[C:23]([CH2:42][CH2:43][CH3:44])[N:22]3[N:45]=[CH:46][N:47]=[C:21]23)[CH2:18][CH2:19]1 |f:0.1,2.3|. Procedure details: A mixture of hydroxylammonium chloride (0.24 g), sodium hydrogen carbonate (0.38 g) and dimethyl sulfoxide (3 mL) was stirred at 40° C. for 30 min, 4′-({4-[4-hydroxy-4-(tetrahydro-2H-pyran-4-yl)cyclohexyl]-5-oxo-7-propyl-4,5-dihydro[1,2,4]triazolo[1,5-a]pyrimidin-6-yl}methyl)biphenyl-2-carbonitrile (0.12 g) was added, and the mixture was stirred at 90° C. for 24 hr. Ethyl acetate and water were added to the reaction mixture, and the mixture was extracted with ethyl acetate. The organic layer was... Reactants: CN(C)CC(O)CO, CI, ClCCl. Yields the product C[N+](C)(C)CC(O)CO, [I-]. Reaction SMILES: [CH3:1][N:2]([CH2:3][CH:4]([CH2:5][OH:6])[OH:7])[CH3:8].[CH3:9][I:10].[Cl:11][CH2:12][Cl:13]>>[CH3:1][N+:2]([CH2:3][CH:4]([CH2:5][OH:6])[OH:7])([CH3:8])[CH3:9].[I-:10]. The product is C(#C)C1=CC=C(C=C1)C#CC1=CC=C(C=C1)F (1-ethynyl-4-(4-fluorophenylethynyl)benzene). Reactants: C[Si](C)(C)C#CC1=CC=C(C=C1)C#CC1=CC=C(C=C1)F (1-(trimethylsilylethynyl)-4-(4-fluorophenylethynyl)benzene), C(=O)([O-])[O-].[K+].[K+] (K2CO3). Reaction conditions: time 20 hour. The solvent is C(Cl)Cl (CH2Cl2), CO (MeOH). RXN SMILES: C[Si]([C:5]#[C:6][C:7]1[CH:12]=[CH:11][C:10]([C:13]#[C:14][C:15]2[CH:20]=[CH:19][C:18]([F:21])=[CH:17][CH:16]=2)=[CH:9][CH:8]=1)(C)C.C([O-])([O-])=O.[K+].[K+]>C(Cl)Cl.CO>[C:6]([C:7]1[CH:12]=[CH:11][C:10]([C:13]#[C:14][C:15]2[CH:16]=[CH:17][C:18]([F:21])=[CH:19][CH:20]=2)=[CH:9][CH:8]=1)#[CH:5] |f:1.2.3|. Procedure details: 1-(trimethylsilylethynyl)-4-(4-fluorophenylethynyl)benzene (2.2 g, 7.5 mmol) was dissolved in CH2Cl2 (30 mL) diluted with MeOH (30 mL) and then treated with powdered K2CO3 (2.1 g, 15 mmol) and allowed to stir at ambient temperature for 20 h under N2. The reaction mixture was filtered to remove solids, concentrated, redissolved in CH2Cl2, washed with water (2×), brine, dried over MgSO4, filtered and concentrated to dryness to give 1.43 g (87%) product that was used as is in the next reaction. 1H ... The yield is 86.6%. Reactants: CC(C)(C)OC(=O)N[C@H](CO)CCCC ((S)-2-[N-(2-methyl-2-propyloxycarbonyl)amino]hexanol), CC(C)(C)OC(=O)N[C@H](CO)CCSC ((S)-2-[N-(2-methyl-2-propyloxycarbonyl) amino]-4-(methylthio)butanol). Product: C1(CCCC1)NC(C([C@H](CCSC)N)O)=O ((2RS,3S)-N-cyclopentyl-3-amino-2-hydroxy-5-(methylthio)pentanamide). The yield is 42.0%. Reaction SMILES: CC(O[C:6]([NH:8][C@@H:9]([CH2:12][CH2:13][CH2:14][CH3:15])CO)=[O:7])(C)C.CC(OC([NH:23][C@@H:24]([CH2:27][CH2:28][S:29][CH3:30])[CH2:25][OH:26])=O)(C)C>>[CH:9]1([NH:8][C:6](=[O:7])[CH:25]([OH:26])[C@@H:24]([NH2:23])[CH2:27][CH2:28][S:29][CH3:30])[CH2:12][CH2:13][CH2:14][CH2:15]1. Procedure details: The same reaction procedure as in Reference Example 12 was repeated except that (S)-2-[N-(2-methyl-2-propyloxycarbonyl)amino]hexanol used in Reference Example 12 was replaced by 7.53 g of (S)-2-[N-(2-methyl-2-propyloxycarbonyl) amino]-4-(methylthio)butanol, whereby 3.22 g of the captioned (2RS,3S)-N-cyclopentyl-3-amino-2-hydroxy-5-(methylthio)pentanamide was obtained in a yield of 42%. The reactants are CS(C)=O, COC(=O)C1=C(C)NC(C)=C(C(=O)OCCCCl)C1c1ccccc1[N+](=O)[O-], N#C[Na], O. Yields the product COC(=O)C1=C(C)NC(C)=C(C(=O)OCCCC#N)C1c1ccccc1[N+](=O)[O-]. RXN SMILES: [CH3:33][S:34]([CH3:35])=[O:36].[CH3:4][C:5]1=[C:10]([C:11](=[O:12])[O:13][CH3:14])[CH:9]([c:15]2[c:16]([N+:21](=[O:22])[O-:23])[cH:17][cH:18][cH:19][cH:20]2)[C:8]([C:24](=[O:25])[O:26][CH2:27][CH2:28][CH2:29][Cl:30])=[C:7]([CH3:31])[NH:6]1.[Na:1][C:2]#[N:3].[OH2:32]>>[C:2](#[N:3])[CH2:29][CH2:28][CH2:27][O:26][C:24]([C:8]1=[C:7]([CH3:31])[NH:6][C:5]([CH3:4])=[C:10]([C:11](=[O:12])[O:13][CH3:14])[CH:9]1[c:15]1[c:16]([N+:21](=[O:22])[O-:23])[cH:17][cH:18][cH:19][cH:20]1)=[O:25]. Reactants: aqueous solution, O (water), C(CCCCC)OC1=CC=C(NC(C2=CC=C(C=C2)COC(CCCCCC)C(F)(F)F)=S)C=C1 (4'- hexyloxy-4-(1-trifluoromethylheptyloxymethyl)thiobenzanilide), [OH-].[Na+] (sodium hydroxide). The reagents and catalysts are [Fe-3](C#N)(C#N)(C#N)(C#N)(C#N)C#N.[K+].[K+].[K+] (potassium ferricyanide). Run in CO (methanol). Reaction conditions: time 1 hour. Product: FC(C(CCCCCC)OCC1=CC=C(C=C1)C=1SC2=C(N1)C=CC(=C2)OCCCCCC)(F)F (2-[4-(1-trifluoromethylheptyloxymethyl)phenyl]-6-hexyloxybenzothiazole). The yield is 49.0%. Reaction SMILES: [CH2:1]([O:7][C:8]1[CH:35]=[CH:34][C:11]([NH:12][C:13](=[S:33])[C:14]2[CH:19]=[CH:18][C:17]([CH2:20][O:21][CH:22]([C:29]([F:32])([F:31])[F:30])[CH2:23][CH2:24][CH2:25][CH2:26][CH2:27][CH3:28])=[CH:16][CH:15]=2)=[CH:10][CH:9]=1)[CH2:2][CH2:3][CH2:4][CH2:5][CH3:6].[OH-].[Na+].O>CO.[Fe-3](C#N)(C#N)(C#N)(C#N)(C#N)C#N.[K+].[K+].[K+]>[F:31][C:29]([F:32])([F:30])[CH:22]([O:21][CH2:20][C:17]1[CH:18]=[CH:19][C:14]([C:13]2[S:33][C:10]3[CH:9]=[C:8]([O:7][CH2:1][CH2:2][CH2:3][CH2:4][CH2:5][CH3:6])[CH:35]=[CH:34][C:11]=3[N:12]=2)=[CH:15][CH:16]=1)[CH2:23][CH2:24][CH2:25][CH2:26][CH2:27][CH3:28] |f:1.2,5.6.7.8|. Reported procedure: 1.0 g (1.96 mM) of optically active 4'- hexyloxy-4-(1-trifluoromethylheptyloxymethyl)thiobenzanilide and 1.70 g (3.9 mM) of 90%-sodium hydroxide were dissolved in 15 ml of methanol. To the solution, 5 ml of an aqueous solution of 1.61 g (4.9 mM) of potassium ferricyanide was added dropwise, followed by stirring for 1 hour at room temperature. After the reaction, water was added to the reaction mixture, followed by filtration to obtain a crude crystal. The crude crystal was purified by silica gel... The reactants are C[Si](OC(C)(C#C)C)(C)C (trimethyl(2-methylbut-3-yn-2-yloxy)silane), [Li]CCCC (n-BuLi), CON(C(=O)C1=CC=2C(=NON2)C=C1)C (N-methoxy-N-methylbenzo[c][1,2,5]oxadiazole-5-carboxamide). Solvent: C1CCOC1 (THF), C1CCOC1 (THF). Conditions: temperature -78 celsius, time 30 minute. Yields the product N=1ON=C2C1C=CC(=C2)C(C#CC(C)(O[Si](C)(C)C)C)=O (1-(benzo[c][1,2,5]oxadiazol-5-yl)-4-methyl-4-(trimethylsilyloxy)pent-2-yn-1-one). Yield: 62.9%. Reaction SMILES: [CH3:1][Si:2]([CH3:10])([CH3:9])[O:3][C:4]([CH3:8])([C:6]#[CH:7])[CH3:5].[Li]CCCC.CON(C)[C:19]([C:21]1[CH:29]=[CH:28][C:24]2=[N:25][O:26][N:27]=[C:23]2[CH:22]=1)=[O:20]>C1COCC1>[N:25]1[O:26][N:27]=[C:23]2[CH:22]=[C:21]([C:19](=[O:20])[C:7]#[C:6][C:4]([CH3:8])([O:3][Si:2]([CH3:10])([CH3:9])[CH3:1])[CH3:5])[CH:29]=[CH:28][C:24]=12. Procedure details: To a −78° C. stirred solution of trimethyl(2-methylbut-3-yn-2-yloxy)silane (0.49 g, 2.367 mmol) in dry THF (20 mL), n-BuLi (3.70 mL, 5.917 mmol, 1.6 M in hexane) was added dropwise over 10 minutes under an inert atmosphere. The reaction mixture was stirred for 30 min at −78° C., and then a solution of N-methoxy-N-methylbenzo[c][1,2,5]oxadiazole-5-carboxamide (0.557 g, 3.550 mmol) in dry THF (10 mL) was added to reaction mixture and stirring was continued for an additional 3 h at −78° C. The reac...